From a dataset of the Open Reaction Database (ORD), a public repository of structured organic reaction records. describe an organic reaction: reactants, conditions, products, and yield Reactants: [N+](=O)([O-])C1=C(COC(=O)OC2=C(C=C(C=O)C=C2C)C)C=CC=C1 (4-(2′-nitrobenzyloxycarbonyloxy)-3,5-dimethylbenzaldehyde), [BH4-].[Na+] (sodium borohydride), C(=O)(O)[O-].[Na+] (NaHCO3). Solvent: CCO (EtOH). Yields the product [N+](=O)([O-])C1=C(COC(=O)OC2=C(C=C(CO)C=C2C)C)C=CC=C1 (4-(2′-nitrobenzyloxycarbonyloxy)-3,5-dimethylbenzyl alcohol). The yield is 56.3%. As a reaction SMILES: [N+:1]([C:4]1[CH:24]=[CH:23][CH:22]=[CH:21][C:5]=1[CH2:6][O:7][C:8]([O:10][C:11]1[C:18]([CH3:19])=[CH:17][C:14]([CH:15]=[O:16])=[CH:13][C:12]=1[CH3:20])=[O:9])([O-:3])=[O:2].[BH4-].[Na+].C([O-])(O)=O.[Na+]>CCO>[N+:1]([C:4]1[CH:24]=[CH:23][CH:22]=[CH:21][C:5]=1[CH2:6][O:7][C:8]([O:10][C:11]1[C:12]([CH3:20])=[CH:13][C:14]([CH2:15][OH:16])=[CH:17][C:18]=1[CH3:19])=[O:9])([O-:3])=[O:2] |f:1.2,3.4|. Procedure details: Added EtOH (0.5 mL) at r.t. to a mixture of 7h (100 mg, 0.3 mmol) and sodium borohydride (12 mg, 0.3 mmol) and then refluxed for 5 minutes. Quenched reaction with 1 m HCl (0.5 mL) and poured into 5% NaHCO3 (15 mL). Aqueous workup (Et2O, MgSO4) followed by concentration in vacuo afforded a yellow oil which was purified by flash chromatography (20 g. 1:1 hexanes/ethyl acetate) to yield 8h (56 mg, 56%) as a crystalline solid: 1H NMR (270 MHz, (CDCl3) d 2.19 (s, 6H), 4.56 (s, 2H), 5.69 (s, 2H), 7.04... Starting materials: NC1=NC=2C=CC=CC2C2=C1N=C(N2CCCN(C(CCl)=O)CC=2C=C(C=CC2)CC(=O)OC)COCC (Methyl 2-(3-((N-(3-(4-amino-2-(ethoxymethyl)-1H-imidazo[4,5-c]quinolin-1-yl)propyl)-2-chloroacetamido)methyl)phenyl)acetate), CNC (dimethylamine). The solvent is CN(C)C=O (DMF). Conditions: time 16 hour. The product is COC(CC1=CC(=CC=C1)CN(C(CN(C)C)=O)CCCN1C(=NC=2C(=NC=3C=CC=CC3C21)N)COCC)=O (Methyl(3-{[[3-(4-amino-2-ethoxymethyl-1H-imidazo[4,5-c]quinolin-1-yl)propyl](N,N-dimethylglycyl)amino]methyl}phenyl)acetate). Reaction SMILES: [NH2:1][C:2]1[C:11]2[N:12]=[C:13]([CH2:35][O:36][CH2:37][CH3:38])[N:14]([CH2:15][CH2:16][CH2:17][N:18]([CH2:23][C:24]3[CH:25]=[C:26]([CH2:30][C:31]([O:33][CH3:34])=[O:32])[CH:27]=[CH:28][CH:29]=3)[C:19](=[O:22])[CH2:20]Cl)[C:10]=2[C:9]2[CH:8]=[CH:7][CH:6]=[CH:5][C:4]=2[N:3]=1.[CH3:39][NH:40][CH3:41]>CN(C=O)C>[CH3:34][O:33][C:31](=[O:32])[CH2:30][C:26]1[CH:27]=[CH:28][CH:29]=[C:24]([CH2:23][N:18]([CH2:17][CH2:16][CH2:15][N:14]2[C:10]3[C:9]4[CH:8]=[CH:7][CH:6]=[CH:5][C:4]=4[N:3]=[C:2]([NH2:1])[C:11]=3[N:12]=[C:13]2[CH2:35][O:36][CH2:37][CH3:38])[C:19](=[O:22])[CH2:20][N:40]([CH3:41])[CH3:39])[CH:25]=1. Reported procedure: The product from step (vi) (30 mg) was dissolved in DMF (2 mL) then a solution of dimethylamine (2M in THF, 0.279 mL) was added at rt under nitrogen. The resulting solution was stirred at rt for 16 h. The mixture was purified by RPHPLC to give the title compound, yield 4.5 mg. The reactants are [N+](=O)([O-])C1=CC2=C(CCCCC2=O)C=C1 (3-nitro-6,7,8,9-tetrahydro-5H-benzocyclohepten-5-one), [BH4-].[Na+] (sodium borohydride), ice water. Run in CO (methanol). Run at time 1 hour. The product is [N+](=O)([O-])C1=CC2=C(CCCCC2O)C=C1 (3-nitro-6,7,8,9-tetrahydro-5H-benzocyclohepten-5-ol). Isolated yield 96.3%. As a reaction SMILES: [N+:1]([C:4]1[CH:15]=[CH:14][C:7]2[CH2:8][CH2:9][CH2:10][CH2:11][C:12](=[O:13])[C:6]=2[CH:5]=1)([O-:3])=[O:2].[BH4-].[Na+]>CO>[N+:1]([C:4]1[CH:15]=[CH:14][C:7]2[CH2:8][CH2:9][CH2:10][CH2:11][CH:12]([OH:13])[C:6]=2[CH:5]=1)([O-:3])=[O:2] |f:1.2|. Reported procedure: To a suspension of 3-nitro-6,7,8,9-tetrahydro-5H-benzocyclohepten-5-one (7.0 g) in methanol (70 ml), sodium borohydride (1.29 g) was added portionwise at 21°-30° C. and the whole was stirred for 1 hour. The solution was poured into ice water (210 ml) and the resulting precipitate was collected by filtration, washed with water and dried to give 3-nitro-6,7,8,9-tetrahydro-5H-benzocyclohepten-5-ol (6.81 g). Starting materials: ClC1=NC=CC(=C1)C1=CC(=C(N1CC(=O)OCC1=CC=CC=C1)C)CC1=C(C=CC=C1)S(=O)(=O)C1=CC=CC=C1 (benzyl 2-(5-(2-chloropyridin-4-yl)-2-methyl-3-(2-(phenylsulfonyl)benzyl)-1H-pyrrol-1-yl)acetate), CO (methanol), O (water), solution, [OH-].[Na+] (sodium hydroxide). Run in O1CCCC1 (tetrahydrofuran). Reaction conditions: time 20 minute. Yields the product ClC1=NC=CC(=C1)C1=CC(=C(N1CC(=O)O)C)CC1=C(C=CC=C1)S(=O)(=O)C1=CC=CC=C1 (2-(5-(2-chloropyridin-4-yl)-2-methyl-3-(2-(phenylsulfonyl)benzyl)-1H-pyrrol-1-yl)acetic acid). The yield is 57.5%. RXN SMILES: [Cl:1][C:2]1[CH:7]=[C:6]([C:8]2[N:12]([CH2:13][C:14]([O:16]CC3C=CC=CC=3)=[O:15])[C:11]([CH3:24])=[C:10]([CH2:25][C:26]3[CH:31]=[CH:30][CH:29]=[CH:28][C:27]=3[S:32]([C:35]3[CH:40]=[CH:39][CH:38]=[CH:37][CH:36]=3)(=[O:34])=[O:33])[CH:9]=2)[CH:5]=[CH:4][N:3]=1.CO.O.[OH-].[Na+]>O1CCCC1>[Cl:1][C:2]1[CH:7]=[C:6]([C:8]2[N:12]([CH2:13][C:14]([OH:16])=[O:15])[C:11]([CH3:24])=[C:10]([CH2:25][C:26]3[CH:31]=[CH:30][CH:29]=[CH:28][C:27]=3[S:32]([C:35]3[CH:40]=[CH:39][CH:38]=[CH:37][CH:36]=3)(=[O:33])=[O:34])[CH:9]=2)[CH:5]=[CH:4][N:3]=1 |f:3.4|. Reported procedure: To a solution of crude benzyl 2-(5-(2-chloropyridin-4-yl)-2-methyl-3-(2-(phenylsulfonyl)benzyl)-1H-pyrrol-1-yl)acetate (514 mg, 0.360 mmol, contaminated with ˜60% 2-(phenylsulfonyl)phenyl)methanol) in tetrahydrofuran (4 mL) and water (4 mL) was added a 3M solution of aqueous sodium hydroxide (28.8 mg, 0.720 mmol). The reaction turned yellow upon addition of the base solution, and the reaction was stirred at room temperature for 20 minutes after which LCMS analysis indicated that the saponificati... The reactants are CS(C)=O, CC(C)c1ccc(S(N)(=O)=O)nc1, COc1ccc(Cl)c(Oc2c(C)nc(N3CCOCC3)nc2Cl)c1, [K]. Product: COc1ccc(Cl)c(Oc2c(C)nc(N3CCOCC3)nc2NS(=O)(=O)c2ccc(C(C)C)cn2)c1. Reaction SMILES: [CH3:39][S:40](=[O:41])[CH3:42].[CH:26]([CH3:27])([CH3:28])[c:29]1[cH:30][cH:31][c:32]([S:35](=[O:36])(=[O:37])[NH2:38])[n:33][cH:34]1.[Cl:1][c:2]1[n:3][c:4]([N:19]2[CH2:20][CH2:21][O:22][CH2:23][CH2:24]2)[n:5][c:6]([CH3:18])[c:7]1[O:8][c:9]1[c:10]([Cl:17])[cH:11][cH:12][c:13]([O:15][CH3:16])[cH:14]1.[K:25]>>[c:2]1([NH:38][S:35]([c:32]2[cH:31][cH:30][c:29]([CH:26]([CH3:27])[CH3:28])[cH:34][n:33]2)(=[O:36])=[O:37])[n:3][c:4]([N:19]2[CH2:20][CH2:21][O:22][CH2:23][CH2:24]2)[n:5][c:6]([CH3:18])[c:7]1[O:8][c:9]1[c:10]([Cl:17])[cH:11][cH:12][c:13]([O:15][CH3:16])[cH:14]1.